From a dataset of the Open Reaction Database (ORD), a public repository of structured organic reaction records. describe an organic reaction: reactants, conditions, products, and yield The reactants are CC1=CC=C(O1)CCC(=O)OCC (ethyl 3-(5-methyl-2-furanyl)propionate), [H-].C(C(C)C)[Al+]CC(C)C (diisobutylaluminum hydride). Run in O (water), C1CCOC1 (THF), [Cl-].[Na+].O (brine), C1CCOC1 (THF). Yields the product CC1=CC=C(O1)CCCO (3-(5-methyl-2-furanyl)propanol). Yield: 39.6%. As a reaction SMILES: [CH3:1][C:2]1[O:6][C:5]([CH2:7][CH2:8][C:9](OCC)=[O:10])=[CH:4][CH:3]=1.[H-].C([Al+]CC(C)C)C(C)C>C1COCC1.O.[Cl-].[Na+].O>[CH3:1][C:2]1[O:6][C:5]([CH2:7][CH2:8][CH2:9][OH:10])=[CH:4][CH:3]=1 |f:1.2,5.6.7|. Procedure: To a solution of ethyl 3-(5-methyl-2-furanyl)propionate (3.6 g, 20 mmol) in 50 mL of THF at 0° C. was added dropwise under nitrogen 8 mL of diisobutylaluminum hydride (1M in hexane), and the mixture was stirred at room temperature over-night. The resulting solution was diluted with 2 mL of water in 10 mL of THF and brine, and the mixture was stirred for 30 min. The solid was removed by filtration, and the filtrate was diluted with 20 mL of water, extracted with methylene chloride. The organic la... Solvent: C(C)OCC (diethylether). Reactants: ClCC(=O)NC1=CC(=CC=C1)[N+](=O)[O-] (2-chloro-N-(3-nitro-phenyl)-acetamide), C(C1=CC=CC=C1)C1CCNCC1 (4-benzyl-piperidine). The product is C(C1=CC=CC=C1)C1CCN(CC1)CC(=O)NC1=CC(=CC=C1)[N+](=O)[O-] (2-(4-Benzyl-piperidin-1-yl)-N-(3-nitro-phenyl)-acetamide). Procedure details: The title compound is prepared from 2-chloro-N-(3-nitro-phenyl)-acetamide [Tetrahedron Lett. 39, 7459. (1998)] and 4-benzyl-piperidine according to the method described in Example 142b. Melting Point: 102-104° C. (diethylether) RXN SMILES: Cl[CH2:2][C:3]([NH:5][C:6]1[CH:11]=[CH:10][CH:9]=[C:8]([N+:12]([O-:14])=[O:13])[CH:7]=1)=[O:4].[CH2:15]([CH:22]1[CH2:27][CH2:26][NH:25][CH2:24][CH2:23]1)[C:16]1[CH:21]=[CH:20][CH:19]=[CH:18][CH:17]=1>C(OCC)C>[CH2:15]([CH:22]1[CH2:27][CH2:26][N:25]([CH2:2][C:3]([NH:5][C:6]2[CH:11]=[CH:10][CH:9]=[C:8]([N+:12]([O-:14])=[O:13])[CH:7]=2)=[O:4])[CH2:24][CH2:23]1)[C:16]1[CH:21]=[CH:20][CH:19]=[CH:18][CH:17]=1. Starting materials: radioactive diisobutyl-n-heptylphosphine oxide, C(C(C)C)P(=O)(CC(C)C)Cl (diisobutylphosphinyl chloride), C(CCCCCC)[Mg]Br (n-heptylmagnesium bromide), C(C(C)C)P(=O)(CC(C)C)Cl (diisobutylphosphinyl chloride), C(C(C)C)P(CC(C)C)=O (diisobutylphosphine oxide), Cl (HCl). Procedure details: For example, in the preparation of non-radioactive diisobutyl-n-heptylphosphine oxide (Methods for preparing diisobutylphosphinyl chloride by chlorinating diisobutylphosphine oxide, described by R. H. Williams, L. A. Hamilton J. Am. Chem. Soc. (1952), 74, 5418), a solution of diisobutylphosphinyl chloride (3.9 gm) in tetrahydrofuran (50 ml.) was added dropwise to a refluxing solution of n-heptylmagnesium bromide (prepared from magnesium turnings (1.2 gm), n-heptyl bromide (9.0 gm) and tetrahydro... RXN SMILES: [CH2:1]([P:5](Cl)([CH2:7][CH:8]([CH3:10])[CH3:9])=[O:6])[CH:2]([CH3:4])[CH3:3].C(P(=O)CC(C)C)C(C)C.[CH2:22]([Mg]Br)[CH2:23][CH2:24][CH2:25][CH2:26][CH2:27][CH3:28].Cl>O1CCCC1>[CH2:1]([P:5](=[O:6])([CH2:7][CH:8]([CH3:10])[CH3:9])[CH2:22][CH2:23][CH2:24][CH2:25][CH2:26][CH2:27][CH3:28])[CH:2]([CH3:4])[CH3:3]. Yields the product C(C(C)C)P(CCCCCCC)(CC(C)C)=O (diisobutyl-n-heptyl-phosphine oxide). Run in O1CCCC1 (tetrahydrofuran). Reactants: CC(C)(OC(=O)N[C@@H](CC1=CC=CC=C1)C(=O)OC)C (N-[(1,1-dimethylethoxy)carbonyl]-L-phenylalanine, methyl ester), [Cl-].[Li+] (lithium chloride), [BH4-].[Na+] (sodium borohydride). Run in O1CCCC1 (tetrahydrofuran), C(C)O (ethanol). Conditions: time 24 hour. Product: CC(C)(OC(=O)N[C@H](CO)CC1=CC=CC=C1)C ((S)-2-[[(1,1-Dimethylethoxy)carbonyl]amino]-2-phenylmethyl-1-ethanol). The yield is 100.0%. Reaction SMILES: [CH3:1][C:2]([CH3:20])([O:4][C:5]([NH:7][C@H:8]([C:16](OC)=[O:17])[CH2:9][C:10]1[CH:15]=[CH:14][CH:13]=[CH:12][CH:11]=1)=[O:6])[CH3:3].[Cl-].[Li+].[BH4-].[Na+]>O1CCCC1.C(O)C>[CH3:3][C:2]([CH3:20])([O:4][C:5]([NH:7][C@@H:8]([CH2:9][C:10]1[CH:11]=[CH:12][CH:13]=[CH:14][CH:15]=1)[CH2:16][OH:17])=[O:6])[CH3:1] |f:1.2,3.4|. Reported procedure: To a solution containing N-[(1,1-dimethylethoxy)carbonyl]-L-phenylalanine, methyl ester (10 g, 35.8 mmole) dissolved in a mixture of tetrahydrofuran (190 ml) and absolute ethanol (190 ml) is added lithium chloride (6.09 g, 143.2 mmole). The resulting homogeneous solution is treated with sodium borohydride (5.42 g, 143.2 mmole) and the reaction is stirred at room temperature under argon for 24 hours. The reaction mixture is next filtered using ether (~700 ml) to rinse the filter cake. The resulti...